This data is from the Open Reaction Database (ORD), a public repository of structured organic reaction records. The task is: describe an organic reaction: reactants, conditions, products, and yield Reported procedure: The trans-N-boc-1,4-cyclohexanediamine (1.00 g, 4.67 mmol) was dissolved in DCM (50 mL). Next, TEA was added (1.301 mL, 9.33 mmol), followed by methanesulfonyl chloride (0.397 mL, 5.13 mmol). The reaction was allowed to stir at rt for 22 h. The reaction mixture was partitioned between DCM (100 mL) and water (25 mL). The phases were separated and the aqueous phase was extracted with DCM (50 mL). Combined organic layer was dried over MgSO4 for 20 h overnight. Filtered and evaporated to dryness to ... Product: CS(=O)(=O)NC1CCC(CC1)NC(OC(C)(C)C)=O (1,1-Dimethylethyl {4-[(methylsulfonyl)amino]cyclohexyl}carbamate). Solvent: C(Cl)Cl (DCM). Reaction SMILES: [C:1]([NH:8][C@H:9]1[CH2:14][CH2:13][C@H:12]([NH2:15])[CH2:11][CH2:10]1)([O:3][C:4]([CH3:7])([CH3:6])[CH3:5])=[O:2].[CH3:16][S:17](Cl)(=[O:19])=[O:18]>C(Cl)Cl>[CH3:16][S:17]([NH:15][CH:12]1[CH2:11][CH2:10][CH:9]([NH:8][C:1](=[O:2])[O:3][C:4]([CH3:7])([CH3:6])[CH3:5])[CH2:14][CH2:13]1)(=[O:19])=[O:18]. Starting materials: C(=O)(OC(C)(C)C)N[C@@H]1CC[C@H](CC1)N (trans-N-boc-1,4-cyclohexanediamine), CS(=O)(=O)Cl (methanesulfonyl chloride). Isolated yield 67.7%. Conditions: time 22 hour. Starting materials: CC(C)(C)P(Cl)C(C)(C)C, Cc1ccccc1, Cl[Cu], [Mg], C1CCOC1, O=S(=O)(O)O, Cc1cc(C)c(Br)c(C)c1. Product: Cc1cc(C)c(P(C(C)(C)C)C(C)(C)C)c(C)c1. RXN SMILES: [C:1]([CH3:2])([CH3:3])([CH3:4])[P:5]([C:6]([CH3:7])([CH3:8])[CH3:9])[Cl:10].[CH3:34][c:35]1[cH:36][cH:37][cH:38][cH:39][cH:40]1.[Cl:32][Cu:33].[Mg:21].[O:27]1[CH2:28][CH2:29][CH2:30][CH2:31]1.[S:22](=[O:23])(=[O:24])([OH:25])[OH:26].[c:11]1([CH3:20])[c:12]([Br:19])[c:13]([CH3:18])[cH:14][c:15]([CH3:17])[cH:16]1>>[C:1]([CH3:2])([CH3:3])([CH3:4])[P:5]([C:6]([CH3:7])([CH3:8])[CH3:9])[c:12]1[c:11]([CH3:20])[cH:16][c:15]([CH3:17])[cH:14][c:13]1[CH3:18]. Starting materials: FC=1C=C(C=C(C1)F)CC(=O)N[C@@H](C)C(=O)O (N-(3,5-difluorophenylacetyl)-L-alanine), solid, Cl.NC(C(=O)OCC)C1CCCCC1 (ethyl 2-amino-2-cyclohexylacetate hydrochloride). Solvent: CO.C(Cl)(Cl)Cl (MeOH CHCl3). Product: FC=1C=C(C=C(C1)F)CC(=O)N[C@@H](C)C(=O)NC(C(=O)OCC)C1CCCCC1 (Ethyl N-[N-(3,5-difluorophenylacetyl)-L-alaninyl]-2-amino-2-cyclohexylacetate). As a reaction SMILES: [F:1][C:2]1[CH:3]=[C:4]([CH2:9][C:10]([NH:12][C@H:13]([C:15]([OH:17])=O)[CH3:14])=[O:11])[CH:5]=[C:6]([F:8])[CH:7]=1.Cl.[NH2:19][CH:20]([CH:26]1[CH2:31][CH2:30][CH2:29][CH2:28][CH2:27]1)[C:21]([O:23][CH2:24][CH3:25])=[O:22]>CO.C(Cl)(Cl)Cl>[F:8][C:6]1[CH:5]=[C:4]([CH2:9][C:10]([NH:12][C@H:13]([C:15]([NH:19][CH:20]([CH:26]2[CH2:31][CH2:30][CH2:29][CH2:28][CH2:27]2)[C:21]([O:23][CH2:24][CH3:25])=[O:22])=[O:17])[CH3:14])=[O:11])[CH:3]=[C:2]([F:1])[CH:7]=1 |f:1.2,3.4|. Procedure: Following General Procedure C and using N-(3,5-difluorophenylacetyl)-L-alanine (from Example B2 above) and ethyl 2-amino-2-cyclohexylacetate hydrochloride (prepared from cyclohexylglycine (Advanced Chemtech) using General Procedure H), the title compound was prepared as a solid (mp=146-150° C.). The reaction was monitored by tlc (Rf=0.3 in 3% MeOH/CHCl3) and the product was purified by silica gel chromatography using 3% MeOH/CHCl3 as the eluent. The reactants are O=C([O-])[O-], CC(C)(C)C(=O)CC(=O)C(C)(C)C, CN1CCCC1=O, ClCCl, Cl, [Cs+], [Cs+], Cl[Cu], Ic1ccc(OC2CN3CCC2CC3)cc1, Oc1cccnc1. Product: Cl, c1cncc(Oc2ccc(OC3CN4CCC3CC4)cc2)c1. As a reaction SMILES: [C:38](=[O:39])([O-:40])[O-:41].[CH3:25][C:26]([CH3:27])([C:28](=[O:29])[CH2:30][C:31](=[O:32])[C:33]([CH3:34])([CH3:35])[CH3:36])[CH3:37].[CH3:44][N:45]1[C:46](=[O:47])[CH2:48][CH2:49][CH2:50]1.[Cl:51][CH2:52][Cl:53].[ClH:1].[Cs+:42].[Cs+:43].[Cu:54][Cl:55].[I:2][c:3]1[cH:4][cH:5][c:6]([O:7][CH:8]2[CH2:9][N:10]3[CH2:11][CH2:12][CH:13]2[CH2:14][CH2:15]3)[cH:16][cH:17]1.[OH:18][c:19]1[cH:20][n:21][cH:22][cH:23][cH:24]1>>[ClH:1].[c:3]1([O:18][c:19]2[cH:20][n:21][cH:22][cH:23][cH:24]2)[cH:4][cH:5][c:6]([O:7][CH:8]2[CH2:9][N:10]3[CH2:11][CH2:12][CH:13]2[CH2:14][CH2:15]3)[cH:16][cH:17]1. Starting materials: BrB(Br)Br, C1CCOC1, ClCCCl, COc1ccc(C(N)=O)c(N)c1. The product is NC(=O)c1ccc(O)cc1N. As a reaction SMILES: [B:13]([Br:14])([Br:15])[Br:16].[CH2:21]1[O:22][CH2:23][CH2:24][CH2:25]1.[Cl:17][CH2:18][CH2:19][Cl:20].[NH2:1][c:2]1[c:3]([C:4](=[O:5])[NH2:6])[cH:7][cH:8][c:9]([O:11][CH3:12])[cH:10]1>>[NH2:1][c:2]1[c:3]([C:4](=[O:5])[NH2:6])[cH:7][cH:8][c:9]([OH:11])[cH:10]1. Reactants: N1=C(C=CC=C1)CCO (2-pyridineethanol), C(C)OCC (diethyl ether), C1(=CC=CC=C1)P(C1=CC=CC=C1)C1=CC=CC=C1 (triphenylphosphine), C(Br)(Br)(Br)Br (carbon tetrabromide). Solvent: O1CCCC1 (tetrahydrofuran). Product: BrCCC1=NC=CC=C1 (2-(2-Bromoethyl)pyridine). Yield: 78.0%. RXN SMILES: [N:1]1[CH:6]=[CH:5][CH:4]=[CH:3][C:2]=1[CH2:7][CH2:8]O.C1(P(C2C=CC=CC=2)C2C=CC=CC=2)C=CC=CC=1.C(Br)(Br)(Br)[Br:30].C(OCC)C>O1CCCC1>[Br:30][CH2:8][CH2:7][C:2]1[CH:3]=[CH:4][CH:5]=[CH:6][N:1]=1. Procedure: To a solution of 2-pyridineethanol (1.00 ml) in tetrahydrofuran (20 ml) were successively added triphenylphosphine (3.51 g) and carbon tetrabromide (4.44 g) with stirring at room temperature, and the resulting mixture was stirred at room temperature overnight. After stirring, to the reaction mixture was added diethyl ether, and insoluble materials were filtered off, and the organic layer was washed successively with a saturated aqueous sodium hydrogencarbonate solution and a saturated aqueous so... Reactants: O=C([O-])[O-], C1COCCO1, CB1OB(C)OB(C)O1, CCOC(=O)c1cc(Cl)cnc1Cl, [K+], [K+], O. Yields the product CCOC(=O)c1cc(Cl)cnc1C. RXN SMILES: [C:23](=[O:24])([O-:25])[O-:26].[CH2:30]1[O:31][CH2:32][CH2:33][O:34][CH2:35]1.[CH3:14][B:15]1[O:16][B:17]([CH3:18])[O:19][B:20]([CH3:21])[O:22]1.[Cl:1][c:2]1[c:3]([C:4](=[O:5])[O:6][CH2:7][CH3:8])[cH:9][c:10]([Cl:13])[cH:11][n:12]1.[K+:27].[K+:28].[OH2:29]>>[c:2]1([CH3:14])[c:3]([C:4](=[O:5])[O:6][CH2:7][CH3:8])[cH:9][c:10]([Cl:13])[cH:11][n:12]1.